From a dataset of the Open Reaction Database (ORD), a public repository of structured organic reaction records. describe an organic reaction: reactants, conditions, products, and yield Reactants: FC=1C=C(N)C=CC1OC1=C2C(=NC=C1)NC=C2CCOC (3-fluoro-4-{[3-(2-methoxyethyl)-1H-pyrrolo[2,3-b]pyridin-4-yl]oxy}aniline), N1=C(C=CC=C1)N (pyridine-2-amine), [OH-].[Na+] (sodium hydroxide), ClC1=NC(=NC(=C1)C(F)(F)F)N (4-chloro-6-(trifluoromethyl)pyrimidine-2-amine), Cl (hydrochloric acid). Run in O (water). Run at time 8 hour. Yields the product FC=1C=C(C=CC1OC1=C2C(=NC=C1)NC=C2CCOC)NC2=NC(=NC(=C2)C(F)(F)F)N (N4-(3-Fluoro-4-{[3-(2-methoxyethyl)-1H-pyrrolo[2,3-b]pyridin-4-yl]oxy}phenyl)-6-(trifluoromethyl)pyrimidine-2,4-diamine). Reaction SMILES: [F:1][C:2]1[CH:3]=[C:4]([CH:6]=[CH:7][C:8]=1[O:9][C:10]1[CH:15]=[CH:14][N:13]=[C:12]2[NH:16][CH:17]=[C:18]([CH2:19][CH2:20][O:21][CH3:22])[C:11]=12)[NH2:5].Cl[C:24]1[CH:29]=[C:28]([C:30]([F:33])([F:32])[F:31])[N:27]=[C:26]([NH2:34])[N:25]=1.Cl.N1C=CC=CC=1N.[OH-].[Na+]>O>[F:1][C:2]1[CH:3]=[C:4]([NH:5][C:24]2[CH:29]=[C:28]([C:30]([F:33])([F:31])[F:32])[N:27]=[C:26]([NH2:34])[N:25]=2)[CH:6]=[CH:7][C:8]=1[O:9][C:10]1[CH:15]=[CH:14][N:13]=[C:12]2[NH:16][CH:17]=[C:18]([CH2:19][CH2:20][O:21][CH3:22])[C:11]=12 |f:4.5|. Procedure: 53 mg (0.18 mmol) of 3-fluoro-4-{[3-(2-methoxyethyl)-1H-pyrrolo[2,3-b]pyridin-4-yl]oxy}aniline and 42 mg (0.21 mmol) of 4-chloro-6-(trifluoromethyl)pyrimidine-2-amine are suspended in 4 ml of water. 0.23 ml (0.23 mmol) of 1N hydrochloric acid is added, and the mixture is heated at reflux overnight. Another 22 mg (0.11 mmol) of 4-chloro-6-trifluoromethyl)pyridine-2-amine are then added, and the mixture is again heated overnight. By addition of 1N aqueous sodium hydroxide solution, the pH is adjus...